Task: describe an organic reaction: reactants, conditions, products, and yield. Dataset: the Open Reaction Database (ORD), a public repository of structured organic reaction records The reactants are NC(=S)N[C@@H](C(C)C)C(=O)N1[C@H](C(=O)OC)C[C@H](C1)OC1=NC=CC2=CC=C(C=C12)C=C (Methyl N-(aminocarbonothioyl)-L-valyl-(4R)-4-[(7-vinylisoquinolin-1-yl)oxy]-L-prolinate), BrCC(CCC=C)=O (1-bromohex-5-en-2-one). Solvent: O1CCOCC1 (dioxane). Product: C(CC=C)C=1N=C(SC1)N[C@@H](C(C)C)C(=O)N1[C@H](C(=O)OC)C[C@H](C1)OC1=NC=CC2=CC=C(C=C12)C=C (Methyl N-(4-but-3-en-1-yl-1,3-thiazol-2-yl)-L-valyl-(4R)-4-[(7-vinylisoquinolin-1-yl)oxy]-L-prolinate). Reaction SMILES: [NH2:1][C:2]([NH:4][C@H:5]([C:9]([N:11]1[CH2:19][C@H:18]([O:20][C:21]2[C:30]3[C:25](=[CH:26][CH:27]=[C:28]([CH:31]=[CH2:32])[CH:29]=3)[CH:24]=[CH:23][N:22]=2)[CH2:17][C@H:12]1[C:13]([O:15][CH3:16])=[O:14])=[O:10])[CH:6]([CH3:8])[CH3:7])=[S:3].Br[CH2:34][C:35](=O)[CH2:36][CH2:37][CH:38]=[CH2:39]>O1CCOCC1>[CH2:36]([C:35]1[N:1]=[C:2]([NH:4][C@H:5]([C:9]([N:11]2[CH2:19][C@H:18]([O:20][C:21]3[C:30]4[C:25](=[CH:26][CH:27]=[C:28]([CH:31]=[CH2:32])[CH:29]=4)[CH:24]=[CH:23][N:22]=3)[CH2:17][C@H:12]2[C:13]([O:15][CH3:16])=[O:14])=[O:10])[CH:6]([CH3:8])[CH3:7])[S:3][CH:34]=1)[CH2:37][CH:38]=[CH2:39]. Reported procedure: A solution of thiourea from Step 3 and Intermediate 3 (1.5 eq) in dioxane was stirred at 65° C. for 1 h. The volatiles were then removed under reduced pressure and the residue was purified by SiO2 gel chromatography (DCM/MeOH=98/2) to give the title compound as a pale brown oil. MS (ES+) C29H34N4O4S requires: 534. Found: 535 (M+H+). Reactants: [O-2].[Pr+3].[O-2].[O-2].[Pr+3] (praseodymium oxide), C1(CCCC1)C1=C(C(=CC=C1)C)O (2-cyclopentyl-6-methylphenol), N (ammonia). The reagents and catalysts are [Pd] (palladium). The product is C1(CCCC1)C1C(C(CCC1)C)N (2-cyclopentyl-6-methylcyclohexylamine). Yield: 97.0%. RXN SMILES: [CH:1]1([C:6]2[CH:11]=[CH:10][CH:9]=[C:8]([CH3:12])[C:7]=2O)[CH2:5][CH2:4][CH2:3][CH2:2]1.[NH3:14].[O-2].[Pr+3].[O-2].[O-2].[Pr+3]>[Pd]>[CH:1]1([CH:6]2[CH2:11][CH2:10][CH2:9][CH:8]([CH3:12])[CH:7]2[NH2:14])[CH2:5][CH2:4][CH2:3][CH2:2]1 |f:2.3.4.5.6|. Procedure details: In a 5 l stirred autoclave, a mixture of 485 g of 2-cyclopentyl-6-methylphenol and 551 g of ammonia is subjected to reductive amination in the presence of a powder catalyst containing 10% by weight of palladium and 5% by weight of praseodymium oxide on alumina at 230° C. and under a hydrogen pressure of 300 bar until the pressure remains constant. After the catalyst has been separated off, 484 g (95% yield) of crude 2-cyclopentyl-6-methylcyclohexylamine are obtained, and can be used without furt... The reactants are C1(=CC=C(C=C1)S(=O)(=O)Cl)C (p-toluenesulfonyl chloride), FC=1C=C2CC(C(C2=CC1F)O)CC(CCCCC)CO (5,6-difluoro-2-(2-hydroxymethylheptyl)indan-1-ol), FC=1C=C2CC3C(OCC(C3)CCCCC)C2=CC1F (7,8-difluoro-3-pentyl-2,3,4,4a,5,9b-hexahydroindeno[1,2-b]pyran). The solvent is N1=CC=CC=C1 (pyridine), ClCCl (dichloromethane). Run at time 8 hour. The product is FC=1C=C2C[C@H]3[C@@H](OC[C@@H](C3)CCCCC)C2=CC1F ((3R*,4aS*,9bR*)-7,8-difluoro-2,3,4,4a,5,9b-hexahydro-3-pentylindeno[1,2-b]pyran). RXN SMILES: [F:1][C:2]1[CH:3]=[C:4]2[C:8](=[CH:9][C:10]=1[F:11])[CH:7](O)[CH:6]([CH2:13][CH:14]([CH2:20][OH:21])[CH2:15][CH2:16][CH2:17][CH2:18][CH3:19])[CH2:5]2.C1(C)C=CC(S(Cl)(=O)=O)=CC=1.FC1C=C2C(=CC=1F)C1OCC(CCCCC)CC1C2>ClCCl.N1C=CC=CC=1>[F:1][C:2]1[CH:3]=[C:4]2[C:8](=[CH:9][C:10]=1[F:11])[C@@H:7]1[O:21][CH2:20][C@H:14]([CH2:15][CH2:16][CH2:17][CH2:18][CH3:19])[CH2:13][C@H:6]1[CH2:5]2. Procedure details: 6.0 g (21.4 mmol) of 5,6-difluoro-2-(2-hydroxymethylheptyl)indan-1-ol are dissolved in 70 ml of dichloromethane and 10 ml of pyridine, and 9.5 g (50 mmol) of p-toluenesulfonyl chloride are added with ice-cooling. The cooling is removed, and the batch is left to stir at room temp. overnight. After addition of 100 ml of dichloromethane, the solution is washed three times with 2 N hydrochloric acid and once each with water and copper sulfate solution and dried over sodium sulfate. The solvent is re... Starting materials: NC=1C=CC(=NC1NC1CCCCC1)O (5-Amino-6-(cyclohexylamino) pyridin-2-ol), C(C)(OC)(OC)OC (trimethyl orthoacetate). Reagents/catalysts: C(=O)(C(F)(F)F)O (TFA). Run at time 8 hour. The product is C1(CCCCC1)N1C(=NC=2C1=NC(=CC2)O)C (3-Cyclohexyl-2-methyl-3H-imidazo[4,5-b]pyridin-5-ol). The yield is 5.4%. Reaction SMILES: [NH2:1][C:2]1[CH:3]=[CH:4][C:5]([OH:15])=[N:6][C:7]=1[NH:8][CH:9]1[CH2:14][CH2:13][CH2:12][CH2:11][CH2:10]1.[C:16](OC)(OC)(OC)[CH3:17]>C(O)(C(F)(F)F)=O>[CH:9]1([N:8]2[C:7]3=[N:6][C:5]([OH:15])=[CH:4][CH:3]=[C:2]3[N:1]=[C:16]2[CH3:17])[CH2:14][CH2:13][CH2:12][CH2:11][CH2:10]1. Procedure details: 5-Amino-6-(cyclohexylamino) pyridin-2-ol (0.1 g, 0.482 mmol) was dissolved in trimethyl orthoacetate (3.0 mL, 27.4 mmol). Several drops of TFA were added and the reaction mixture was stirred at room temperature overnight. The reaction mixture was concentrated and the residues were diluted with water/acetonitrile (1:1). The mixture was purified via HPLC to give the title compound (0.006 g). LCMS m/z=232.30 [M+H]+; 1H NMR (400 MHz, methanol-d4) δ ppm 1.43-1.5 (m, 1H), 1.53-1.63 (m, 2H), 1.83 (d, J...